describe an organic reaction: reactants, conditions, products, and yield From a dataset of the Open Reaction Database (ORD), a public repository of structured organic reaction records. Solvent: ClCC(Cl)(Cl)Cl (tetrachloroethane). Yields the product C(C)C1=CC=C(C=C1)C1CCN(CC1)C (4-(4-ethylphenyl)-1-methyl-piperidine). The reactants are ice, CN1CCC(CC1)C1=CC=CC=C1 (1-methyl-4-phenyl-piperidine), [Cl-].[Al+3].[Cl-].[Cl-] (aluminium chloride), C(C)Br (ethyl bromide), [OH-].[Na+] (sodium hydroxide). Reaction SMILES: [CH3:1][N:2]1[CH2:7][CH2:6][CH:5]([C:8]2[CH:13]=[CH:12][CH:11]=[CH:10][CH:9]=2)[CH2:4][CH2:3]1.[Cl-].[Al+3].[Cl-].[Cl-].[CH2:18](Br)[CH3:19].[OH-].[Na+]>ClCC(Cl)(Cl)Cl>[CH2:18]([C:11]1[CH:12]=[CH:13][C:8]([CH:5]2[CH2:4][CH2:3][N:2]([CH3:1])[CH2:7][CH2:6]2)=[CH:9][CH:10]=1)[CH3:19] |f:1.2.3.4,6.7|. Reported procedure: To a solution of 3.5 g of 1-methyl-4-phenyl-piperidine in 50 ml of tetrachloroethane are added, with stirring, 2.7 g of finely powdered aluminium chloride and subsequently 2.5 g of ethyl bromide, and the reaction mixture is stirred at 50° for 4 hours. An addition of 50 g of ice is made, the mixture is rendered alkaline (pH=14) with concentrated sodium hydroxide solution, and extracted three times with 100 ml of ethyl acetate each time. The organic phases are dried over sodium sulphate and concen...